Dataset: the Open Reaction Database (ORD), a public repository of structured organic reaction records. Task: describe an organic reaction: reactants, conditions, products, and yield Starting materials: Cl (HCl), ClC1=CC(=C(C=C1C1CC1)NCC(=O)OCC)O (ethyl 2-(4-chloro-5-cyclopropyl-2-hydroxyphenylamino)acetate), O1CCCC1 (tetrahydrofuran), O[Li].O (LiOH.H2O). The solvent is O (water). Run at temperature 60 celsius, time 2 hour. Product: ClC1=CC(=C(C=C1C1CC1)NCC(=O)O)O (2-(4-Chloro-5-cyclopropyl-2-hydroxyphenylamino)acetic acid). Yield: 46.5%. RXN SMILES: [Cl:1][C:2]1[C:7]([CH:8]2[CH2:10][CH2:9]2)=[CH:6][C:5]([NH:11][CH2:12][C:13]([O:15]CC)=[O:14])=[C:4]([OH:18])[CH:3]=1.O1CCCC1.O[Li].O.Cl>O>[Cl:1][C:2]1[C:7]([CH:8]2[CH2:10][CH2:9]2)=[CH:6][C:5]([NH:11][CH2:12][C:13]([OH:15])=[O:14])=[C:4]([OH:18])[CH:3]=1 |f:2.3|. Procedure: To a solution of ethyl 2-(4-chloro-5-cyclopropyl-2-hydroxyphenylamino)acetate (290 mg, 0.89 mmol) in of 4:1 mixture of tetrahydrofuran and water (30 mL) at RT, LiOH.H2O (226 mg, 5.34 mmol) was added and the resulting mixture was stirred for 2 h at 60° C. The mixture was acidified with aqueous HCl (1N) to adjust the pH to 3-5 and then extracted with ethyl acetate. The organic layer was washed with brine, dried over anhydrous Na2SO4, filtered and concentrated in vacuo to afford the product (100 mg... Reactants: O=C([O-])[O-], CCO, CN(C)c1ccc(C(=O)C(O)c2cccc(Cl)c2)cc1, Cl, [Cu+2], [K+], [K+], O=S(=O)([O-])[O-], [Sn]. Yields the product CN(C)c1ccc(C(=O)Cc2cccc(Cl)c2)cc1. Reaction SMILES: [C:23](=[O:24])([O-:25])[O-:26].[CH3:35][CH2:36][OH:37].[Cl:1][c:2]1[cH:3][c:4]([CH:8]([C:9](=[O:10])[c:11]2[cH:12][cH:13][c:14]([N:17]([CH3:18])[CH3:19])[cH:15][cH:16]2)[OH:20])[cH:5][cH:6][cH:7]1.[ClH:22].[Cu+2:29].[K+:27].[K+:28].[O-:30][S:31](=[O:32])(=[O:33])[O-:34].[Sn:21]>>[Cl:1][c:2]1[cH:3][c:4]([CH2:8][C:9](=[O:10])[c:11]2[cH:12][cH:13][c:14]([N:17]([CH3:18])[CH3:19])[cH:15][cH:16]2)[cH:5][cH:6][cH:7]1. Starting materials: C(C=C)C=1C(=NC=C(C1)C(C(F)(F)F)(C(F)(F)F)OCOC)Cl (3-allyl-2-chloro-5-(1,1,1,3,3,3-hexafluoro-2-(methoxymethoxy)propan-2-yl)pyridine), [H-].[Na+] (sodium hydride), COC(C1=CC(=CC=C1)O)=O (3-hydroxybenzoic acid methyl ester), resultant mixture, O (water). Solvent: CN(C=O)C (N,N-dimethylformamide). Conditions: temperature 100 celsius, time 3 hour. Product: FC(C(C(F)(F)F)(OCOC)C=1C=C(C(=NC1)OC=1C=C(C(=O)OC)C=CC1)\C=C\C)(F)F (methyl (E)-3-(5-(1,1,1,3,3,3-hexafluoro-2-(methoxymethoxy)propan-2-yl)-3-(prop-1-enyl)pyridin-2-yloxy)benzoate). Yield: 76.8%. As a reaction SMILES: [CH2:1]([C:4]1[C:5](Cl)=[N:6][CH:7]=[C:8]([C:10]([O:19][CH2:20][O:21][CH3:22])([C:15]([F:18])([F:17])[F:16])[C:11]([F:14])([F:13])[F:12])[CH:9]=1)[CH:2]=[CH2:3].[H-].[Na+].[CH3:26][O:27][C:28](=[O:36])[C:29]1[CH:34]=[CH:33][CH:32]=[C:31]([OH:35])[CH:30]=1.O>CN(C)C=O>[F:12][C:11]([F:14])([F:13])[C:10]([C:8]1[CH:9]=[C:4](/[CH:1]=[CH:2]/[CH3:3])[C:5]([O:35][C:31]2[CH:30]=[C:29]([CH:34]=[CH:33][CH:32]=2)[C:28]([O:27][CH3:26])=[O:36])=[N:6][CH:7]=1)([O:19][CH2:20][O:21][CH3:22])[C:15]([F:18])([F:17])[F:16] |f:1.2|. Procedure details: To a solution of 3-allyl-2-chloro-5-(1,1,1,3,3,3-hexafluoro-2-(methoxymethoxy)propan-2-yl)pyridine (80 mg, 0.220 mmol) in N,N-dimethylformamide (2 mL), sodium hydride (14.4 mg, 0.330 mmol) and 3-hydroxybenzoic acid methyl ester (50 mg, 0.330 mmol) were added under ice-cold conditions, and the resultant mixture was stirred at 80° C. for 18 hours and further stirred at 100° C. for 3 hours. The reaction solution was added with water under room temperature and extracted with ethyl acetate. The organ... Starting materials: C(C)(C)OC1=NC=C(C=C1)B1OC(C(O1)(C)C)(C)C (2-Isopropoxy-5-(4,4,5,5-tetramethyl-[1,3,2]dioxaborolan-2-yl)pyridine), OC1=CC=C(C=C1)/C=C/C(C)=O ((E)-4-(4-hydroxyphenyl)but-3-en-2-one). Product: C(C)(C)OC1=CC=C(C=N1)OC1=CC=C(C=C1)/C=C/C(C)=O ((E)-4-[4-(6-Isopropoxypyridin-3-yloxy)phenyl]but-3-en-2-one). RXN SMILES: [CH:1]([O:4][C:5]1[CH:10]=[CH:9][C:8](B2OC(C)(C)C(C)(C)O2)=[CH:7][N:6]=1)([CH3:3])[CH3:2].[OH:20][C:21]1[CH:26]=[CH:25][C:24](/[CH:27]=[CH:28]/[C:29](=[O:31])[CH3:30])=[CH:23][CH:22]=1>>[CH:1]([O:4][C:5]1[N:6]=[CH:7][C:8]([O:20][C:21]2[CH:22]=[CH:23][C:24](/[CH:27]=[CH:28]/[C:29](=[O:31])[CH3:30])=[CH:25][CH:26]=2)=[CH:9][CH:10]=1)([CH3:2])[CH3:3]. Procedure: 2-Isopropoxy-5-(4,4,5,5-tetramethyl-[1,3,2]dioxaborolan-2-yl)pyridine (3.24 g, 12.33 mmol) and (E)-4-(4-hydroxyphenyl)but-3-en-2-one (2.0 g, 12.33 mmol) were reacted in analogy to example 50a. Yield: 304 mg (8%), M+H+: 298.2. Reactants: C(C)C=1C(NC(NC1C(C1=CC(=CC(=C1)C)C)=O)=O)=O (5-Ethyl-6-(3,5-dimethylbenzoyl)-2,4-pyrimidinedione), ClCC=1C2=CC=CC=C2C=C2C=CC=CC12 (9-chloromethyl anthracene). The product is C1=CC=CC2=CC3=CC=CC=C3C(=C12)CN1C(NC(C(=C1C(C1=CC(=CC(=C1)C)C)=O)CC)=O)=O (1-(Anthracen-9-ylmethyl)-5-ethyl-6-(3,5-dimethyl-benzoyl)-2,4-pyrimidinedione). Yield: 46.7%. Reaction SMILES: [CH2:1]([C:3]1[C:4](=[O:20])[NH:5][C:6](=[O:19])[NH:7][C:8]=1[C:9](=[O:18])[C:10]1[CH:15]=[C:14]([CH3:16])[CH:13]=[C:12]([CH3:17])[CH:11]=1)[CH3:2].Cl[CH2:22][C:23]1[C:24]2[C:29]([CH:30]=[C:31]3[C:36]=1[CH:35]=[CH:34][CH:33]=[CH:32]3)=[CH:28][CH:27]=[CH:26][CH:25]=2>>[CH:25]1[C:24]2[C:29](=[CH:30][C:31]3[C:36]([C:23]=2[CH2:22][N:7]2[C:8]([C:9](=[O:18])[C:10]4[CH:11]=[C:12]([CH3:17])[CH:13]=[C:14]([CH3:16])[CH:15]=4)=[C:3]([CH2:1][CH3:2])[C:4](=[O:20])[NH:5][C:6]2=[O:19])=[CH:35][CH:34]=[CH:33][CH:32]=3)[CH:28]=[CH:27][CH:26]=1. Procedure: 5-Ethyl-6-(3,5-dimethylbenzoyl)-2,4-pyrimidinedione and 9-chloromethyl anthracene were reacted by the same way with the example 1 to obtain the titled compound (216 mg, yield: 46.7%). Starting materials: BrC1=CC(=C2C=NN(C2=C1)S(=O)(=O)C1=CC=CC=C1)C1=NN=C(O1)CNCC(CN1CCOCC1)O (1-[({5-[6-Bromo-1-(phenylsulfonyl)-1H-indazol-4-yl]-1,3,4-oxadiazol-2-yl}methyl)amino]-3-(4-morpholinyl)-2-propanol), COC1=NC=C(C=C1NS(=O)(=O)C)B1OC(C(O1)(C)C)(C)C (N-[2-(methyloxy)-5-(4,4,5,5-tetramethyl-1,3,2-dioxaborolan-2-yl)-3-pyridinyl]methanesulfonamide), [O-]P(=O)([O-])[O-].[K+].[K+].[K+] (potassium phosphate tribasic), O1CCOCC1 (1,4-dioxane). The reagents and catalysts are [Pd](Cl)Cl.C1(=CC=CC=C1)P([C-]1C=CC=C1)C1=CC=CC=C1.[C-]1(C=CC=C1)P(C1=CC=CC=C1)C1=CC=CC=C1.[Fe+2] (1,1′-bis(diphenylphosphino)ferrocene palladium dichloride). The solvent is O (water). Conditions: temperature 80 celsius, time 10 minute. Product: OC(CNCC1=NN=C(O1)C1=C2C=NNC2=CC(=C1)C=1C=C(C(=NC1)OC)NS(=O)(=O)C)CN1CCOCC1 (N-[5-{4-[5-({[2-Hydroxy-3-(4-morpholinyl)propyl]amino}methyl)-1,3,4-oxadiazol-2-yl]-1H-indazol-6-yl}-2-(methyloxy)-3-pyridinyl]methanesulfonamide). As a reaction SMILES: Br[C:2]1[CH:10]=[C:9]2[C:5]([CH:6]=[N:7][N:8]2S(C2C=CC=CC=2)(=O)=O)=[C:4]([C:20]2[O:24][C:23]([CH2:25][NH:26][CH2:27][CH:28]([OH:36])[CH2:29][N:30]3[CH2:35][CH2:34][O:33][CH2:32][CH2:31]3)=[N:22][N:21]=2)[CH:3]=1.[CH3:37][O:38][C:39]1[C:44]([NH:45][S:46]([CH3:49])(=[O:48])=[O:47])=[CH:43][C:42](B2OC(C)(C)C(C)(C)O2)=[CH:41][N:40]=1.[O-]P([O-])([O-])=O.[K+].[K+].[K+].O1CCOCC1>[Pd](Cl)Cl.C1(P(C2C=CC=CC=2)[C-]2C=CC=C2)C=CC=CC=1.[C-]1(P(C2C=CC=CC=2)C2C=CC=CC=2)C=CC=C1.[Fe+2].O>[OH:36][CH:28]([CH2:29][N:30]1[CH2:31][CH2:32][O:33][CH2:34][CH2:35]1)[CH2:27][NH:26][CH2:25][C:23]1[O:24][C:20]([C:4]2[CH:3]=[C:2]([C:42]3[CH:43]=[C:44]([NH:45][S:46]([CH3:49])(=[O:47])=[O:48])[C:39]([O:38][CH3:37])=[N:40][CH:41]=3)[CH:10]=[C:9]3[C:5]=2[CH:6]=[N:7][NH:8]3)=[N:21][N:22]=1 |f:2.3.4.5,7.8.9.10|. Procedure details: 1-[({5-[6-Bromo-1-(phenylsulfonyl)-1H-indazol-4-yl]-1,3,4-oxadiazol-2-yl}methyl)amino]-3-(4-morpholinyl)-2-propanol (100 mg, 0.346 mmol), N-[2-(methyloxy)-5-(4,4,5,5-tetramethyl-1,3,2-dioxaborolan-2-yl)-3-pyridinyl]methanesulfonamide (81 mg, 0.247 mmol), 1,1′-bis(diphenylphosphino)ferrocene palladium dichloride (25.35 mg, 0.0345 mmol) and potassium phosphate tribasic (110.5 mg, 0.5195 mmol) were added to a mixture of 1,4-dioxane (2.5 ml) and water (0.25 ml). The reaction mixture was heated under... Reactants: IC (iodomethane), O=C1N(CC=2C=C3C(=CC12)OCO3)CCC3CCN(CC3)C(=O)OC(C)(C)C (tert-butyl 4-[2-(7-oxo-5H-[1,3]dioxolo[4,5-f]isoindol-6-yl)ethyl]piperidine-1-carboxylate), O1CCCC1 (tetrahydrofuran), solution, C(C)(C)[N-]C(C)C.[Li+] (lithium diisopropylamide). Run in O (water), C(C)(=O)OCC (ethyl acetate), CCCCCCC (n-heptane). Reaction conditions: temperature -12.5 celsius, time 30 minute. Product: CC1N(C(C=2C=C3C(=CC12)OCO3)=O)CCC3CCN(CC3)C(=O)OC(C)(C)C (tert-butyl 4-[2-(5-methyl-7-oxo-5H-[1,3]dioxolo[4,5-f]isoindol-6-yl)ethyl]piperidine-1-carboxylate). Isolated yield 46.7%. Reaction SMILES: [O:1]=[C:2]1[C:10]2[CH:9]=[C:8]3[O:11][CH2:12][O:13][C:7]3=[CH:6][C:5]=2[CH2:4][N:3]1[CH2:14][CH2:15][CH:16]1[CH2:21][CH2:20][N:19]([C:22]([O:24][C:25]([CH3:28])([CH3:27])[CH3:26])=[O:23])[CH2:18][CH2:17]1.O1CCC[CH2:30]1.C([N-]C(C)C)(C)C.[Li+].IC>CCCCCCC.O.C(OCC)(=O)C>[CH3:30][CH:4]1[C:5]2[CH:6]=[C:7]3[O:13][CH2:12][O:11][C:8]3=[CH:9][C:10]=2[C:2](=[O:1])[N:3]1[CH2:14][CH2:15][CH:16]1[CH2:21][CH2:20][N:19]([C:22]([O:24][C:25]([CH3:28])([CH3:27])[CH3:26])=[O:23])[CH2:18][CH2:17]1 |f:2.3|. Procedure: To a reaction vessel, 30 g (0.077 mol) compound XII and 300 ml tetrahydrofuran were added under nitrogen, the mixture was cooled to −10-−15° C., 78 ml (0.16 mol, 2 mol/L) solution of lithium diisopropylamide in n-heptane was added dropwise for about 30 min, after the addition was complete, the reaction was kept at this temperature for 30 min, 4.8 ml (0.077 mol) iodomethane was added dropwise, after the addition was complete, the mixture was warmed to room temperature and stirred for 2 h, 600 ml ...